This data is from the Open Reaction Database (ORD), a public repository of structured organic reaction records. The task is: describe an organic reaction: reactants, conditions, products, and yield Starting materials: CC(C)(C)[Si](C)(C)Cl, O=C([O-])O, C=CC(O)CCC, CN(C)C=O, [Na+], c1c[nH]cn1. Product: C=CC(CCC)O[Si](C)(C)C(C)(C)C. Reaction SMILES: [C:1]([CH3:2])([CH3:3])([CH3:4])[Si:5]([CH3:6])([CH3:7])[Cl:8].[C:21](=[O:22])([O-:23])[OH:24].[CH2:9]=[CH:10][CH:11]([CH2:12][CH2:13][CH3:14])[OH:15].[CH3:26][N:27]([CH3:28])[CH:29]=[O:30].[Na+:25].[nH:16]1[cH:17][cH:18][n:19][cH:20]1>>[C:1]([CH3:2])([CH3:3])([CH3:4])[Si:5]([CH3:6])([CH3:7])[O:15][CH:11]([CH:10]=[CH2:9])[CH2:12][CH2:13][CH3:14].